The task is: describe an organic reaction: reactants, conditions, products, and yield. This data is from the Open Reaction Database (ORD), a public repository of structured organic reaction records. The reactants are O (water), NC1=C(NS(=O)(=O)C2=CC=C(C)C=C2)C=C(C=C1[N+](=O)[O-])C (2-amino-3-nitro-5-methyl-N-tosylaniline), C(CBr)O (glycol bromohydrin), [O-2].[Ca+2] (quicklime). Solvent: CN(C)C=O (DMF). Yields the product NC1=C(N(S(=O)(=O)C2=CC=C(C)C=C2)CCO)C=C(C=C1[N+](=O)[O-])C (2-amino-3-nitro-5-methyl-N-(β-hydroxyethyl)-N-tosylaniline). As a reaction SMILES: [NH2:1][C:2]1[C:18]([N+:19]([O-:21])=[O:20])=[CH:17][C:16]([CH3:22])=[CH:15][C:3]=1[NH:4][S:5]([C:8]1[CH:14]=[CH:13][C:11]([CH3:12])=[CH:10][CH:9]=1)(=[O:7])=[O:6].[O-2].[Ca+2].[CH2:25]([OH:28])[CH2:26]Br.O>CN(C=O)C>[NH2:1][C:2]1[C:18]([N+:19]([O-:21])=[O:20])=[CH:17][C:16]([CH3:22])=[CH:15][C:3]=1[N:4]([CH2:26][CH2:25][OH:28])[S:5]([C:8]1[CH:9]=[CH:10][C:11]([CH3:12])=[CH:13][CH:14]=1)(=[O:7])=[O:6] |f:1.2|. Reported procedure: 0.087 mol (28 g) of 2-amino-3-nitro-5-methyl-N-tosylaniline is dissolved in 85 ml of DMF heated beforehand on a boiling water-bath. 9.7 g of quicklime are then added and 0.174 mol (21.75 g) of glycol bromohydrin is then introduced gradually, in the course of 30 minutes and whilst stirring, the heating on the boiling water-bath being maintained. After 11/2 hours, the reaction medium is filtered hot and the filtrate is then poured into 250 ml of iced water. The expected product precipitates. It is... The reactants are BrC1=C2C=CC(=NC2=CC=C1)Cl (5-bromo-2-chloroquinoline), CC1=CC=C(O1)CN (5-methyl-2-furanmethanamine), N1=CC(=CC=C1)CN (3-picolylamine). Product: CC1=CC=C(O1)CNC1=NC=2C=CC=C(C2C=C1)NCC=1C=NC=CC1 (N2-(5-Methyl-furan-2-ylmethyl)-N5-pyridin-3-ylmethyl-quinoline-2,5-diamine). Reaction SMILES: Br[C:2]1[CH:11]=[CH:10][CH:9]=[C:8]2[C:3]=1[CH:4]=[CH:5][C:6](Cl)=[N:7]2.[CH3:13][C:14]1[O:18][C:17]([CH2:19][NH2:20])=[CH:16][CH:15]=1.[N:21]1[CH:26]=[CH:25][CH:24]=[C:23]([CH2:27][NH2:28])[CH:22]=1>>[CH3:13][C:14]1[O:18][C:17]([CH2:19][NH:20][C:6]2[CH:5]=[CH:4][C:3]3[C:2]([NH:28][CH2:27][C:23]4[CH:22]=[N:21][CH:26]=[CH:25][CH:24]=4)=[CH:11][CH:10]=[CH:9][C:8]=3[N:7]=2)=[CH:16][CH:15]=1. Procedure: The title compound, MS: m/e=345.0 (M+H+), was prepared in accordance with the general method of example 1 from 5-bromo-2-chloroquinoline, 5-methyl-2-furanmethanamine and 3-picolylamine.